Dataset: the Open Reaction Database (ORD), a public repository of structured organic reaction records. Task: describe an organic reaction: reactants, conditions, products, and yield The product is Oc1cccc(C(=CCN2CCCNCC2)c2ccccc2)c1. The reactants are ClCCl, O=C(O)C(F)(F)F, Oc1cccc(C(O)(CCN2CCCNCC2)c2ccccc2)c1. As a reaction SMILES: [Cl:32][CH2:33][Cl:34].[OH:1][C:2]([C:3]([F:4])([F:5])[F:6])=[O:7].[OH:8][C:9]([CH2:10][CH2:11][N:12]1[CH2:13][CH2:14][NH:15][CH2:16][CH2:17][CH2:18]1)([c:19]1[cH:20][cH:21][cH:22][cH:23][cH:24]1)[c:25]1[cH:26][c:27]([OH:31])[cH:28][cH:29][cH:30]1>>[C:9](=[CH:10][CH2:11][N:12]1[CH2:13][CH2:14][NH:15][CH2:16][CH2:17][CH2:18]1)([c:19]1[cH:20][cH:21][cH:22][cH:23][cH:24]1)[c:25]1[cH:26][c:27]([OH:31])[cH:28][cH:29][cH:30]1.